This data is from the Open Reaction Database (ORD), a public repository of structured organic reaction records. The task is: describe an organic reaction: reactants, conditions, products, and yield The reactants are [I-].OCC1C(OCN2C1C1=CC(=C(C=C1CC2)OC)OC)SC (1-(hydroxymethyl)-2-(methylthio)-9,10-dimethoxy-1,6,7,11b-tetrahydro-2H-[1,3]oxazino[4,3-a]isoquinoline iodide), C(C)O (ethanol), NC1=CC=CC=C1 (aniline). Reaction conditions: time 3 hour. Product: OCC1COC(N2C1C1=CC(=C(C=C1CC2)OC)OC)C2C(C=CC=C2)=N (1-(hydroxymethyl)-4-(iminophenyl)-9,10-dimethoxy-1,6,7,11b-tetrahydro-2H-[1,3]oxazino[4,3-a]isoquinoline). RXN SMILES: [I-].[OH:2][CH2:3][CH:4]1[CH:9]2[C:10]3[C:15]([CH2:16][CH2:17][N:8]2[CH2:7][O:6][CH:5]1SC)=[CH:14][C:13]([O:18][CH3:19])=[C:12]([O:20][CH3:21])[CH:11]=3.C(O)C.[NH2:27][C:28]1[CH:33]=[CH:32][CH:31]=[CH:30][CH:29]=1>>[OH:2][CH2:3][CH:4]1[CH:9]2[C:10]3[C:15]([CH2:16][CH2:17][N:8]2[CH:7]([CH:33]2[CH:32]=[CH:31][CH:30]=[CH:29][C:28]2=[NH:27])[O:6][CH2:5]1)=[CH:14][C:13]([O:18][CH3:19])=[C:12]([O:20][CH3:21])[CH:11]=3 |f:0.1|. Reported procedure: To a solution of 4.51 g (0.01 mole) of 1-(hydroxymethyl)-2-(methylthio)-9,10-dimethoxy-1,6,7,11b-tetrahydro-2H-[1,3]oxazino[4,3-a]isoquinoline iodide in ethanol 9.3 g (0.10 mole) of aniline are added, and the reaction mixture is boiled for 3 hours. Upon cooling the product separates from the mixture in crystalline form. Starting materials: CC(Cl)c1cccnc1, O=C%13O[C@@H](CN)CN%13C%14=CC(F)=C(N%15CCOCC%15)C=C%14. Reagents/catalysts: O=C([O-])[O-].[Cs+].[Cs+] (cesium carbonate), [I-].[K+] (potassium iodide). The solvent is CN(C)C=O (DMF), CN(C)C=O (dmf), CN(C)C=O (DMF). Reaction conditions: temperature 70 celsius, time 16 hour. The product is O=C%21O[C@@H](CNC(C)C%22=CC=CN=C%22)CN%21C%23=CC(F)=C(N%24CCOCC%24)C=C%23. Reactants: BrCC1=C(C(=O)OC)C=CN=C1Cl (methyl 3-(bromomethyl)-2-chloroisonicotinate), COC1=NC(=CC=C1CN)OCC(F)(F)F ((2-methoxy-6-(2,2,2-trifluoroethoxy)pyridin-3-yl)methanamine). Yields the product ClC1=NC=CC2=C1CN(C2=O)CC=2C(=NC(=CC2)OCC(F)(F)F)OC (4-chloro-2-((2-methoxy-6-(2,2,2-trifluoroethoxy)pyridin-3-yl)methyl)-2,3-dihydro-1H-pyrrolo[3,4-c]pyridin-1-one). Isolated yield 80.0%. RXN SMILES: Br[CH2:2][C:3]1[C:12]([Cl:13])=[N:11][CH:10]=[CH:9][C:4]=1[C:5]([O:7]C)=O.[CH3:14][O:15][C:16]1[C:21]([CH2:22][NH2:23])=[CH:20][CH:19]=[C:18]([O:24][CH2:25][C:26]([F:29])([F:28])[F:27])[N:17]=1>>[Cl:13][C:12]1[C:3]2[CH2:2][N:23]([CH2:22][C:21]3[C:16]([O:15][CH3:14])=[N:17][C:18]([O:24][CH2:25][C:26]([F:27])([F:28])[F:29])=[CH:19][CH:20]=3)[C:5](=[O:7])[C:4]=2[CH:9]=[CH:10][N:11]=1. Procedure: The title compound is prepared in 80% yield (177 mg, colorless oil) from methyl 3-(bromomethyl)-2-chloroisonicotinate (150 mg, 0.57 mmol) and (2-methoxy-6-(2,2,2-trifluoroethoxy)pyridin-3-yl)methanamine (155 mg, 0.57 mmol, Amine-13) in a similar manner to Intermediate-2. Reactants: [Br-], CC#N, COC(=O)COc1ccc(SCc2ccc(OCc3ccccn3)cc2)cc1C, O=C(O)C(F)(F)F, [K+], O. Yields the product Cc1cc(SCc2ccc(OCc3ccccn3)cc2)ccc1OCC(=O)O. RXN SMILES: [Br-:30].[C:40](#[N:41])[CH3:42].[CH3:1][O:2][C:3]([CH2:4][O:5][c:6]1[c:7]([CH3:28])[cH:8][c:9]([S:12][CH2:13][c:14]2[cH:15][cH:16][c:17]([O:20][CH2:21][c:22]3[n:23][cH:24][cH:25][cH:26][cH:27]3)[cH:18][cH:19]2)[cH:10][cH:11]1)=[O:29].[F:32][C:33]([F:34])([F:35])[C:36]([OH:37])=[O:38].[K+:31].[OH2:39]>>[O:2]=[C:3]([CH2:4][O:5][c:6]1[c:7]([CH3:28])[cH:8][c:9]([S:12][CH2:13][c:14]2[cH:15][cH:16][c:17]([O:20][CH2:21][c:22]3[n:23][cH:24][cH:25][cH:26][cH:27]3)[cH:18][cH:19]2)[cH:10][cH:11]1)[OH:29]. The reagents and catalysts are [Cu](I)I (copper iodide). The product is C(C)C1=NC2=C(N1C)C=C(C=C2)N2C(C=C(C=C2)OCC2=CC=C(C=C2)F)=O (1-(2-Ethyl-1-methyl-1H-benzimidazol-6-yl)-4-((4-fluorobenzyl)oxy)pyridin-2(1H)-one). The solvent is CS(=O)C (DMSO). The reactants are N (NH3), FC1=CC=C(COC2=CC(NC=C2)=O)C=C1 (4-((4-fluorobenzyl)oxy)pyridin-2(1H)-one), BrC=1C=CC2=C(N(C(=N2)CC)C)C1 (6-bromo-2-ethyl-1-methyl-1H-benzimidazole), C([O-])([O-])=O.[K+].[K+] (potassium carbonate), CNCCNC (N,N′-dimethylethylenediamine). As a reaction SMILES: [F:1][C:2]1[CH:16]=[CH:15][C:5]([CH2:6][O:7][C:8]2[CH:13]=[CH:12][NH:11][C:10](=[O:14])[CH:9]=2)=[CH:4][CH:3]=1.Br[C:18]1[CH:19]=[CH:20][C:21]2[N:25]=[C:24]([CH2:26][CH3:27])[N:23]([CH3:28])[C:22]=2[CH:29]=1.C(=O)([O-])[O-].[K+].[K+].CNCCNC.N>[Cu](I)I.CS(C)=O>[CH2:26]([C:24]1[N:23]([CH3:28])[C:22]2[CH:29]=[C:18]([N:11]3[CH:12]=[CH:13][C:8]([O:7][CH2:6][C:5]4[CH:15]=[CH:16][C:2]([F:1])=[CH:3][CH:4]=4)=[CH:9][C:10]3=[O:14])[CH:19]=[CH:20][C:21]=2[N:25]=1)[CH3:27] |f:2.3.4|. Reported procedure: A mixture of 4-((4-fluorobenzyl)oxy)pyridin-2(1H)-one (5 g), 6-bromo-2-ethyl-1-methyl-1H-benzimidazole (6.54 g), potassium carbonate (9.46 g), N,N′-dimethylethylenediamine (2.91 ml), copper iodide (1.3 g) and DMSO (100 ml) was stirred at 150° C. for 4 h. After cooling, the mixture was poured into 28% NH3 solution at 0° C. The precipitate was collected by filtration and dissolved in EtOAc/THF. The resulting solution was washed with brine, dried over MgSO4 and concentrated in vacuo. The residue wa... Isolated yield 40.0%. Run at temperature 150 celsius, time 4 hour. As a reaction SMILES: [NH2:1][C:2]1[CH:9]=[CH:8][C:5]([CH2:6][OH:7])=[CH:4][CH:3]=1.[Si:10](Cl)([C:13]([CH3:16])([CH3:15])[CH3:14])([CH3:12])[CH3:11].N1C=CN=C1.C1(O)C=CC=CC=1>C(Cl)Cl>[Si:10]([O:7][CH2:6][C:5]1[CH:8]=[CH:9][C:2]([NH2:1])=[CH:3][CH:4]=1)([C:13]([CH3:16])([CH3:15])[CH3:14])([CH3:12])[CH3:11]. Reported procedure: A mixture of 4-aminobenzyl alcohol (30.0 g, 81.2 mmol), tert-butyldimethylsilyl chloride (12.24 g, 81.2 mmol), imidazole (11.05 g, 162.4 mmol) and anhydrous CH2Cl2 (200 mL) was stirred at room temperature overnight. TLC analysis showed the appearance of a new spot and the disappearance of starting phenol. The solvent was removed in vacuo and then the remaining oily product was loaded onto a silica gel column and purified by chromatography, eluting with 3:1 hexane-ethyl acetate to afford 15.41 g ... The reactants are C1(=CC=CC=C1)O (phenol), NC1=CC=C(CO)C=C1 (4-aminobenzyl alcohol), [Si](C)(C)(C(C)(C)C)Cl (tert-butyldimethylsilyl chloride), N1C=NC=C1 (imidazole). The solvent is C(Cl)Cl (CH2Cl2). Yield: 79.9%. Yields the product [Si](C)(C)(C(C)(C)C)OCC1=CC=C(N)C=C1 (4-(((tert-Butyldimethylsilyl)oxy)methyl)aniline). Run at time 8 hour. Reactants: CN1N=C(C(=C1O)C)C(F)(F)F (1,4-dimethyl-5-hydroxy-3-trifluoromethyl-1H-pyrazole), [OH-].[K+] (potassium hydroxide), O (water), ClC(F)F (chlorodifluoromethane). Solvent: CC(C)O (2-propanol). Reaction conditions: time 2 hour. Product: FC(OC1=C(C(=NN1C)C(F)(F)F)C)F (5-difluoromethoxy-1,4-dimethyl-3-trifluoromethyl-1H-pyrazole). Isolated yield 88.5%. RXN SMILES: [CH3:1][N:2]1[C:6]([OH:7])=[C:5]([CH3:8])[C:4]([C:9]([F:12])([F:11])[F:10])=[N:3]1.[OH-].[K+].Cl[CH:16]([F:18])[F:17].O>CC(O)C>[F:17][CH:16]([F:18])[O:7][C:6]1[N:2]([CH3:1])[N:3]=[C:4]([C:9]([F:11])([F:10])[F:12])[C:5]=1[CH3:8] |f:1.2|. Procedure: Into 78.6 g (436.4 mmol) of 1,4-dimethyl-5-hydroxy-3-trifluoromethyl-1H-pyrazole in 500 ml of 2-propanol was added 153.1 g (2728.6 mmol) of powdery potassium hydroxide at room temperature, followed by stirring. Furthermore, an excess amount of chlorodifluoromethane was introduced into the reaction solution under stirring. Thereafter, the reaction temperature once rose to 70° C. by exothermic heat and then returned to room temperature after 2 hours. After the completion of the reaction was confir... Reactants: CO, Cl, [Na+], [OH-], O, COC(=O)c1cccc(OCC=C(c2ccccc2)c2cccnc2)c1. Product: O=C(O)c1cccc(OCC=C(c2ccccc2)c2cccnc2)c1. As a reaction SMILES: [CH3:31][OH:32].[ClH:29].[Na+:28].[OH-:27].[OH2:30].[n:1]1[cH:2][c:3]([C:7](=[CH:8][CH2:9][O:10][c:11]2[cH:12][c:13]([C:14](=[O:15])[O:16][CH3:17])[cH:18][cH:19][cH:20]2)[c:21]2[cH:22][cH:23][cH:24][cH:25][cH:26]2)[cH:4][cH:5][cH:6]1>>[n:1]1[cH:2][c:3]([C:7](=[CH:8][CH2:9][O:10][c:11]2[cH:12][c:13]([C:14](=[O:15])[OH:16])[cH:18][cH:19][cH:20]2)[c:21]2[cH:22][cH:23][cH:24][cH:25][cH:26]2)[cH:4][cH:5][cH:6]1.